This data is from the Open Reaction Database (ORD), a public repository of structured organic reaction records. The task is: describe an organic reaction: reactants, conditions, products, and yield The reactants are C(C)OC(C=C(C1=CC=CC=C1)C=1C=C2C=C(NC2=CC1)C(N)=O)=O (3-(2-carbamoyl-1H-indol-5-yl)-3-phenyl-acrylic acid ethyl ester), N1C=CC2=CC=CC(=C12)C(CC(=O)NC)C1=CC=CC=C1 (3-(1H-Indol-7-yl)-N-methyl-3-phenyl-propionamide). Product: C(C)OC(CC(C1=CC=CC=C1)C=1C=C2C=C(NC2=CC1)C(N)=O)=O (3-(2-Carbamoyl-1H-indol-5-yl)-3-phenyl-propionic acid ethyl ester). RXN SMILES: [CH2:1]([O:3][C:4](=[O:25])[CH:5]=[C:6]([C:13]1[CH:14]=[C:15]2[C:19](=[CH:20][CH:21]=1)[NH:18][C:17]([C:22](=[O:24])[NH2:23])=[CH:16]2)[C:7]1[CH:12]=[CH:11][CH:10]=[CH:9][CH:8]=1)[CH3:2].N1C2C(=CC=CC=2C(C2C=CC=CC=2)CC(NC)=O)C=C1>>[CH2:1]([O:3][C:4](=[O:25])[CH2:5][CH:6]([C:13]1[CH:14]=[C:15]2[C:19](=[CH:20][CH:21]=1)[NH:18][C:17]([C:22](=[O:24])[NH2:23])=[CH:16]2)[C:7]1[CH:8]=[CH:9][CH:10]=[CH:11][CH:12]=1)[CH3:2]. Procedure: 3-(2-Carbamoyl-1H-indol-5-yl)-3-phenyl-propionic acid ethyl ester CII (628 mg) was prepared from 3-(2-carbamoyl-1H-indol-5-yl)-3-phenyl-acrylic acid ethyl ester using the procedure described above for preparation of 3-(1H-Indol-7-yl)-N-methyl-3-phenyl-propionamide XIX (Example 4). Starting materials: CCO, COC(=O)c1ccc([N+](=O)[O-])cc1Cl, Cl[Sn]Cl. Product: COC(=O)c1ccc(N)cc1Cl. Reaction SMILES: [CH3:18][CH2:19][OH:20].[Cl:1][c:2]1[c:3]([C:4](=[O:5])[O:6][CH3:7])[cH:8][cH:9][c:10]([N+:12]([O-:13])=[O:14])[cH:11]1.[Sn:15]([Cl:16])[Cl:17]>>[Cl:1][c:2]1[c:3]([C:4](=[O:5])[O:6][CH3:7])[cH:8][cH:9][c:10]([NH2:12])[cH:11]1. Reactants: BrC=1C=C(C(=C(C(=O)OC)C1)C)NC1CCC(CC1)NC(=O)OC(C)(C)C (methyl 5-bromo-3-((4-((tert-butoxycarbonyl)amino)cyclohexyl)amino)-2-methylbenzoate), C([O-])([O-])=O.[Cs+].[Cs+] (cesium carbonate), CI (methyl iodide). The solvent is C(C)#N (acetonitrile). Run at temperature 80 celsius. Product: BrC=1C=C(C(=C(C(=O)OC)C1)C)N(C)C1CCC(CC1)NC(=O)OC(C)(C)C (methyl 5-bromo-3-((4-((tert-butoxycarbonyl)amino)cyclohexyl)(methyl)amino)-2-methylbenzoate). Yield: 71.6%. RXN SMILES: [Br:1][C:2]1[CH:3]=[C:4]([NH:13][CH:14]2[CH2:19][CH2:18][CH:17]([NH:20][C:21]([O:23][C:24]([CH3:27])([CH3:26])[CH3:25])=[O:22])[CH2:16][CH2:15]2)[C:5]([CH3:12])=[C:6]([CH:11]=1)[C:7]([O:9][CH3:10])=[O:8].[C:28](=O)([O-])[O-].[Cs+].[Cs+].CI>C(#N)C>[Br:1][C:2]1[CH:3]=[C:4]([N:13]([CH:14]2[CH2:19][CH2:18][CH:17]([NH:20][C:21]([O:23][C:24]([CH3:27])([CH3:26])[CH3:25])=[O:22])[CH2:16][CH2:15]2)[CH3:28])[C:5]([CH3:12])=[C:6]([CH:11]=1)[C:7]([O:9][CH3:10])=[O:8] |f:1.2.3|. Procedure: To a stirred solution of methyl 5-bromo-3-((4-((tert-butoxycarbonyl)amino)cyclohexyl)amino)-2-methylbenzoate (1.5 g, 4.6 mmol) in acetonitrile (15 mL) was added cesium carbonate (2.63 g, 8.1 mmol) and methyl iodide (2.86 g, 20.32 mmol). The mixture was heated at 80° C. for 7 h. On completion, the reaction was cooled to room temperature, filtered, and the residue was washed with ethyl acetate. The filtrate was concentrated to afford methyl 5-bromo-3-((4-((tert-butoxycarbonyl)amino)cyclohexyl)(met... Reactants: COC(=O)CC(N)CC(C)CCC1CCCCC1, Cl. Yields the product CC(CCC1CCCCC1)CC(N)CC(=O)O. Reaction SMILES: [CH3:1][O:2][C:3]([CH2:4][CH:5]([CH2:6][CH:7]([CH2:8][CH2:9][CH:10]1[CH2:11][CH2:12][CH2:13][CH2:14][CH2:15]1)[CH3:16])[NH2:17])=[O:18].[ClH:19]>>[O:2]=[C:3]([CH2:4][CH:5]([CH2:6][CH:7]([CH2:8][CH2:9][CH:10]1[CH2:11][CH2:12][CH2:13][CH2:14][CH2:15]1)[CH3:16])[NH2:17])[OH:18]. Starting materials: O=C([O-])[O-], CC#N, Cn1c(C(F)(F)F)cc(=O)n(-c2cc(S)c(Cl)cc2F)c1=O, COC(=O)C(C)Oc1ccnc(Cl)n1, [K+], [K+], O. The product is COC(=O)C(C)Oc1ccnc(Sc2cc(-n3c(=O)cc(C(F)(F)F)n(C)c3=O)c(F)cc2Cl)n1. As a reaction SMILES: [C:23](=[O:24])([O-:25])[O-:26].[CH3:44][C:45]#[N:46].[Cl:1][c:2]1[c:3]([SH:22])[cH:4][c:5](-[n:9]2[c:10](=[O:21])[n:11]([CH3:20])[c:12]([C:16]([F:17])([F:18])[F:19])[cH:13][c:14]2=[O:15])[c:6]([F:8])[cH:7]1.[Cl:29][c:30]1[n:31][cH:32][cH:33][c:34]([O:36][CH:37]([CH3:38])[C:39](=[O:40])[O:41][CH3:42])[n:35]1.[K+:27].[K+:28].[OH2:43]>>[Cl:1][c:2]1[c:3]([S:22][c:30]2[n:31][cH:32][cH:33][c:34]([O:36][CH:37]([CH3:38])[C:39](=[O:40])[O:41][CH3:42])[n:35]2)[cH:4][c:5](-[n:9]2[c:10](=[O:21])[n:11]([CH3:20])[c:12]([C:16]([F:17])([F:18])[F:19])[cH:13][c:14]2=[O:15])[c:6]([F:8])[cH:7]1. Reactants: COC1=C(C=C(C=C1)N1CCN(CC1)CCC1=CC=CC=C1)C (1-(4-methoxy-3-methylphenyl)-4-phenethylpiperazine), FC=1C=C(C=CC1OC)N1CCN(CC1)CCC1=CC=CC=C1 (1-(3-fluoro-4-methoxyphenyl)-4-phenethylpiperazine). Yields the product FC1=C(C=CC(=C1)N1CCN(CC1)CCC1=CC=CC=C1)O (2-fluoro-4-(4-phenethylpiperazin-1-yl)phenol). Yield: 38.0%. Reaction SMILES: COC1C=CC(N2CCN(CCC3C=CC=CC=3)CC2)=CC=1C.[F:24][C:25]1[CH:26]=[C:27]([N:33]2[CH2:38][CH2:37][N:36]([CH2:39][CH2:40][C:41]3[CH:46]=[CH:45][CH:44]=[CH:43][CH:42]=3)[CH2:35][CH2:34]2)[CH:28]=[CH:29][C:30]=1[O:31]C>>[F:24][C:25]1[CH:26]=[C:27]([N:33]2[CH2:34][CH2:35][N:36]([CH2:39][CH2:40][C:41]3[CH:42]=[CH:43][CH:44]=[CH:45][CH:46]=3)[CH2:37][CH2:38]2)[CH:28]=[CH:29][C:30]=1[OH:31]. Procedure: Production Example 10 was repeated except that 1-(4-methoxy-3-methylphenyl)-4-phenethylpiperazine was replaced with 1-(3-fluoro-4-methoxyphenyl)-4-phenethylpiperazine (482 mg), and the resulting crude product was purified on TLC (developer, chloroform: methanol=17:1) to provide 2-fluoro-4-(4-phenethylpiperazin-1-yl)phenol (175 mg). Starting materials: C12(CC3CC(CC(C1)C3)C2)CO (adamantan-1-ylmethanol), C1CC12CCC(CC2)CO (spiro[2.5]octan-6-ylmethanol), ClC=1C(=CC(=C(C(=O)NS(=O)(=O)C)C1)F)F (5-chloro-2,4-difluoro-N-(methylsulfonyl)benzamide), ClC=1C(=CC(=C(C(=O)NS(=O)(=O)CC)C1)F)F (5-chloro-N-(ethylsulfonyl)-2,4-difluorobenzamide). Product: ClC=1C(=CC(=C(C(=O)NS(=O)(=O)CC)C1)F)OCC1CCC2(CC2)CC1 (5-chloro-N-(ethylsulfonyl)-2-fluoro-4-(spiro[2.5]octan-6-ylmethoxy)benzamide), solid. Yield: 46.0%. Reaction SMILES: ClC1C(F)=CC(F)=C(C=1)C(NS(C)(=O)=O)=O.[Cl:17][C:18]1[C:19](F)=[CH:20][C:21]([F:32])=[C:22]([CH:31]=1)[C:23]([NH:25][S:26]([CH2:29][CH3:30])(=[O:28])=[O:27])=[O:24].C12(CO)CC3CC(CC(C3)C1)C2.[CH2:46]1[C:48]2([CH2:53][CH2:52][CH:51]([CH2:54][OH:55])[CH2:50][CH2:49]2)[CH2:47]1>>[Cl:17][C:18]1[C:19]([O:55][CH2:54][CH:51]2[CH2:52][CH2:53][C:48]3([CH2:46][CH2:47]3)[CH2:49][CH2:50]2)=[CH:20][C:21]([F:32])=[C:22]([CH:31]=1)[C:23]([NH:25][S:26]([CH2:29][CH3:30])(=[O:28])=[O:27])=[O:24]. Procedure: Following the procedure as described in Example 8 and making variations as required to replace 5-chloro-2,4-difluoro-N-(methylsulfonyl)benzamide with 5-chloro-N-(ethylsulfonyl)-2,4-difluorobenzamide and to replace adamantan-1-ylmethanol with spiro[2.5]octan-6-ylmethanol, the title compound was obtained as a colorless solid (0.378 g, 46%): 1H NMR (300 MHz, CDCl3) δ8.59-8.47 (m, 1H), 8.13-8.05 (m, 1H), 6.75-6.66 (m, 1H), 3.97-3.86 (m, 2H), 3.66-3.55 (m, 2H), 2.02-1.72 (m, 5H), 1.48-1.40 (m, 3H), 1... Reactants: CS(=O)(=O)Cl (methanesulfonyl chloride), C1(=CC=CC=C1)C (toluene), C[Si](C)(C)[N-][Si](C)(C)C.[K+] (potassium bis(trimethylsilyl)amide), C(N)(=O)C1N(CCN(C1)S(=O)(=O)C1=CC2=CC=C(C=C2C=C1)Cl)C(=O)C=1SC2=C(CNC(C2)C)N1 (2-carbamoyl-4-[(6-chloronaphthalen-2-yl)sulfonyl]-1-[(6-methyl-4,5,6,7-tetrahydrothiazolo[4,5-c]pyridin-2-yl)carbonyl]piperazine). Run in O1CCCC1 (tetrahydrofuran), Cl (hydrochloric acid). Conditions: time 10 minute. Product: Cl.ClC=1C=C2C=CC(=CC2=CC1)S(=O)(=O)N1CC(N(CC1)C(=O)C=1SC=2CNC(CC2N1)C)C(=O)NS(=O)(=O)C (N-[[4-[(6-Chloronaphthalen-2-yl)sulfonyl]-1-[(6-methyl-4,5,6,7-tetrahydrothiazolo[5,4-c]pyridin-2-yl)carbonyl]piperazin-2-yl]carbonyl]methanesulfonamide hydrochloride). Reaction SMILES: [C:1]([CH:4]1[CH2:9][N:8]([S:10]([C:13]2[CH:22]=[CH:21][C:20]3[C:15](=[CH:16][CH:17]=[C:18]([Cl:23])[CH:19]=3)[CH:14]=2)(=[O:12])=[O:11])[CH2:7][CH2:6][N:5]1[C:24]([C:26]1[S:27][C:28]2[CH2:33]C(C)N[CH2:30][C:29]=2[N:35]=1)=[O:25])(=[O:3])[NH2:2].[C:36]1([CH3:42])C=CC=CC=1.C[Si]([N-:47][Si](C)(C)C)(C)C.[K+].[CH3:53][S:54](Cl)(=[O:56])=[O:55]>O1CCCC1.Cl>[ClH:23].[Cl:23][C:18]1[CH:19]=[C:20]2[C:15](=[CH:16][CH:17]=1)[CH:14]=[C:13]([S:10]([N:8]1[CH2:7][CH2:6][N:5]([C:24]([C:26]3[S:27][C:28]4[CH2:33][NH:47][CH:36]([CH3:42])[CH2:30][C:29]=4[N:35]=3)=[O:25])[CH:4]([C:1]([NH:2][S:54]([CH3:53])(=[O:56])=[O:55])=[O:3])[CH2:9]1)(=[O:12])=[O:11])[CH:22]=[CH:21]2 |f:2.3,7.8|. Procedure details: In tetrahydrofuran (30 ml) was dissolved 2-carbamoyl-4-[(6-chloronaphthalen-2-yl)sulfonyl]-1-[(6-methyl-4,5,6,7-tetrahydrothiazolo[4,5-c]pyridin-2-yl)carbonyl]piperazine (300 mg), followed by the addition of a 0.5 mole toluene solution (1.12 ml) of potassium bis(trimethylsilyl)amide. The resulting mixture was stirred for 10 minutes under ice cooling. After the addition of methanesulfonyl chloride (0.04 ml), the resulting mixture was warmed up to room temperature and stirred for 1 hour. The react...